This data is from the Open Reaction Database (ORD), a public repository of structured organic reaction records. The task is: describe an organic reaction: reactants, conditions, products, and yield Starting materials: C1=CC(=CC=C1CC(C(=O)O)N)F (DL-4-fluorophenylalanine), [Br-].[K+] (potassium bromide), N(=O)[O-].[Na+] (sodium nitrite). The solvent is O (water), S(O)(O)(=O)=O (sulphuric acid). Reaction conditions: temperature 0 celsius, time 1 hour. Product: BrC(C(=O)O)CC1=CC=C(C=C1)F ((±)-2-Bromo-3-(4-fluorophenyl)propionic acid). Reaction SMILES: [CH:1]1[C:6]([CH2:7][CH:8](N)[C:9]([OH:11])=[O:10])=[CH:5][CH:4]=[C:3]([F:13])[CH:2]=1.[Br-:14].[K+].N([O-])=O.[Na+]>S(=O)(=O)(O)O.O>[Br:14][CH:8]([CH2:7][C:6]1[CH:5]=[CH:4][C:3]([F:13])=[CH:2][CH:1]=1)[C:9]([OH:11])=[O:10] |f:1.2,3.4|. Reported procedure: To a cooled (0° C., ice/salt bath) solution of DL-4-fluorophenylalanine (5.0 g, 27.0 mmol) and potassium bromide (10.65 g, 90.0 mmol) in 3M sulphuric acid (45 ml) was added sodium nitrite (2.64 g, 38.0 mmol) portionwise over a 0.5 h period. The mixture was stirred at 0° C. for 1 h and then at room temperature for 1 h. The mixture was diluted with water (50 ml) and extracted with ether (2×75 ml). The combined extracts were washed with water (2×75 ml), dried (MgSO4) and evaporated in vacuo. The re...